Task: describe an organic reaction: reactants, conditions, products, and yield. Dataset: the Open Reaction Database (ORD), a public repository of structured organic reaction records The reactants are COC=C1C(=O)NC(=O)c2ccccc21, CN(C)C=O, Nc1cccc(CCN2CCCC2)c1. Yields the product O=C1NC(=O)c2ccccc2C1=CNc1cccc(CCN2CCCC2)c1. Reaction SMILES: [CH3:1][O:2][CH:3]=[C:4]1[C:5](=[O:15])[NH:6][C:7](=[O:14])[c:8]2[cH:9][cH:10][cH:11][cH:12][c:13]21.[CH3:30][N:31]([CH3:32])[CH:33]=[O:34].[N:16]1([CH2:21][CH2:22][c:23]2[cH:24][c:25]([NH2:29])[cH:26][cH:27][cH:28]2)[CH2:17][CH2:18][CH2:19][CH2:20]1>>[CH:3](=[C:4]1[C:5](=[O:15])[NH:6][C:7](=[O:14])[c:8]2[cH:9][cH:10][cH:11][cH:12][c:13]21)[NH:29][c:25]1[cH:24][c:23]([CH2:22][CH2:21][N:16]2[CH2:17][CH2:18][CH2:19][CH2:20]2)[cH:28][cH:27][cH:26]1. Reactants: IC (iodomethane), C(CC(=O)C)(=O)OCC1=CC=CC=C1 (benzyl acetoacetate), [H-].[Na+] (sodium hydride), C(CCC)[Li] (n-butyl lithium). Run in C1CCOC1 (THF), C1CCOC1 (THF). Run at time 10 minute. Yields the product O=C(CC(=O)OCC1=CC=CC=C1)CC (benzyl 3-oxopentanoate). Reaction SMILES: [C:1]([O:7][CH2:8][C:9]1[CH:14]=[CH:13][CH:12]=[CH:11][CH:10]=1)(=[O:6])[CH2:2][C:3]([CH3:5])=[O:4].[H-].[Na+].[CH2:17]([Li])CCC.IC>C1COCC1>[O:4]=[C:3]([CH2:5][CH3:17])[CH2:2][C:1]([O:7][CH2:8][C:9]1[CH:10]=[CH:11][CH:12]=[CH:13][CH:14]=1)=[O:6] |f:1.2|. Procedure details: Following the procedure of Weiler, J. Am. Chem. Soc. 1974, 96, 1082, benzyl acetoacetate, 7.68 g (40 mmol) was added dropwise to a 0° C. suspension of sodium hydride (2.1 g of 50% dispersion, 42 mmol) in THF (100 mL). After stirring for 10 minutes n-butyl lithium (16 mL of 2.5 M in hexane) was added and the mixture was aged for an additional 10 minutes. At this time iodomethane (2.74 mL, 44 mmol) in THF (4 mL) was added dropwise and the mixture aged 1 hour while slowly warming to room temperatur... Starting materials: [C-]#N.[Na+] (NaCN), CC1(N=CC2=CC(=C(C(=C2C1)C)O)C)C (3,3,5,7-Tetramethyl-3,4-dihydroisoquinolin-6-ol). The product is CC1(CCC2=C(C=N1)C=C(C(=C2C)O)C)C (3,3,6,8-Tetramethyl-4,5-dihydro-3H-benzo[c]azepin-7-ol). The yield is 8.0%. RXN SMILES: [C-:1]#N.[Na+].[CH3:4][C:5]1([CH3:18])[CH2:14][C:13]2[C:8](=[CH:9][C:10]([CH3:17])=[C:11]([OH:16])[C:12]=2[CH3:15])[CH:7]=[N:6]1>>[CH3:18][C:5]1([CH3:4])[N:6]=[CH:7][C:8]2[CH:9]=[C:10]([CH3:17])[C:11]([OH:16])=[C:12]([CH3:15])[C:13]=2[CH2:1][CH2:14]1 |f:0.1|. Reported procedure: The product from the previous reaction (4.9 g, 24 mmol) is treated with NaCN as described above for compound 38. The resulting crude, cyclized imine is purified by FC (19:1 CH2Cl2/MeOH, then 9:1 CH2Cl2 /MeOH) to afford a dark orange semi-solid (370 mg, 8%). 1H NMR (CDCl3) 7.50 (s, 1), 7.00 (s, 1), 3.34 (br s, 1), 3.00-2.95 (m, 2), 2.18 (s, 3), 2.13 (s, 3), 2.00-1.95 (m, 2), 1.41 (s, 6); 13C NMR (CDCl3) 173.41, 156.30, 143.13, 141.14, 127.66, 125.74, 112.00, 57.81, 36.79, 28.50, 28.41, 16.73, 12....